From a dataset of the Open Reaction Database (ORD), a public repository of structured organic reaction records. describe an organic reaction: reactants, conditions, products, and yield The reactants are CCSc1nnc(-c2ccccc2)n1Cc1ccc(N)cc1, O=C1OC(=O)c2ccccc21. Yields the product CCSc1nnc(-c2ccccc2)n1Cc1ccc(NC(=O)c2ccccc2C(=O)O)cc1. As a reaction SMILES: [NH2:1][c:2]1[cH:3][cH:4][c:5]([CH2:6][n:7]2[c:8]([S:18][CH2:19][CH3:20])[n:9][n:10][c:11]2-[c:12]2[cH:13][cH:14][cH:15][cH:16][cH:17]2)[cH:21][cH:22]1.[O:23]=[C:24]1[O:25][C:26](=[O:27])[c:28]2[cH:29][cH:30][cH:31][cH:32][c:33]21>>[NH:1]([c:2]1[cH:3][cH:4][c:5]([CH2:6][n:7]2[c:8]([S:18][CH2:19][CH3:20])[n:9][n:10][c:11]2-[c:12]2[cH:13][cH:14][cH:15][cH:16][cH:17]2)[cH:21][cH:22]1)[C:26](=[O:27])[c:28]1[cH:29][cH:30][cH:31][cH:32][c:33]1[C:24](=[O:23])[OH:25]. Starting materials: BrC1=C(C=2C(=NC(=CC2NS(=O)(=O)C2=CC(=CC=C2)Cl)C)S1)C1=CC(=CC=C1)OC (N-{2-Bromo-6-methyl-3-[3-(methyloxy)phenyl]thieno[2,3-b]pyridin-4-yl}-3-chlorobenzenesulfonamide), CN1C=NC=C1 (1-methylimidazole). Reagents/catalysts: [Fe-4](C#N)(C#N)(C#N)(C#N)(C#N)C#N.[K+].[K+].[K+].[K+] (potassium ferrocyanide), [Cu]I (copper(I) iodide). The product is ClC=1C=C(C=CC1)S(=O)(=O)NC1=C2C(=NC(=C1)C)SC(=C2C2=CC(=CC=C2)OC)C#N (3-Chloro-N-{2-cyano-6-methyl-3-[3-(methyloxy)phenyl]thieno[2,3-b]pyridin-4-yl}-benzenesulfonamide). Yield: 31.5%. Reaction SMILES: Br[C:2]1[S:22][C:5]2=[N:6][C:7]([CH3:21])=[CH:8][C:9]([NH:10][S:11]([C:14]3[CH:19]=[CH:18][CH:17]=[C:16]([Cl:20])[CH:15]=3)(=[O:13])=[O:12])=[C:4]2[C:3]=1[C:23]1[CH:28]=[CH:27][CH:26]=[C:25]([O:29][CH3:30])[CH:24]=1.[CH3:31][N:32]1C=CN=C1>[Fe-4](C#N)(C#N)(C#N)(C#N)(C#N)C#N.[K+].[K+].[K+].[K+].[Cu]I>[Cl:20][C:16]1[CH:15]=[C:14]([S:11]([NH:10][C:9]2[CH:8]=[C:7]([CH3:21])[N:6]=[C:5]3[S:22][C:2]([C:31]#[N:32])=[C:3]([C:23]4[CH:28]=[CH:27][CH:26]=[C:25]([O:29][CH3:30])[CH:24]=4)[C:4]=23)(=[O:13])=[O:12])[CH:19]=[CH:18][CH:17]=1 |f:2.3.4.5.6|. Procedure details: A mixture of N-{2-bromo-6-methyl-3-[3-(methyloxy)phenyl]thieno[2,3-b]pyridin-4-yl}-3-chlorobenzenesulfonamide (85 mg, 0.162 mmol) (Example 33), potassium ferrocyanide (13.71 mg, 0.032 mmol), copper(I) iodide (3.09 mg, 0.016 mmol) in 1-methylimidazole (1 mL, 12.55 mmol) was subjected to microwave reaction at 160° C. for 1 h. Purification by chromatography on silica gel, eluting with a gradient of 40-60% ethyl acetate in cyclohexane, afforded the title compound (24 mg). LCMS (A) m/z: 470 [M+1]+, R... Conditions: temperature 75 celsius, time 4 hour. Reaction SMILES: [C:1]([O:5][C:6]([N:8]1[CH2:14][CH2:13][CH2:12][N:11]([C:15]2[NH:19][C:18]3[CH:20]=[CH:21][CH:22]=[CH:23][C:17]=3[N:16]=2)[CH2:10][CH2:9]1)=[O:7])([CH3:4])([CH3:3])[CH3:2].[H-].[Na+].[CH2:26](Br)[CH:27]=[CH2:28]>CN(C)C=O.ClCCl>[C:1]([O:5][C:6]([N:8]1[CH2:14][CH2:13][CH2:12][N:11]([C:15]2[N:16]([CH2:28][CH:27]=[CH2:26])[C:17]3[CH:23]=[CH:22][CH:21]=[CH:20][C:18]=3[N:19]=2)[CH2:10][CH2:9]1)=[O:7])([CH3:4])([CH3:2])[CH3:3] |f:1.2|. Starting materials: C(C)(C)(C)OC(=O)N1CCN(CCC1)C1=NC2=C(N1)C=CC=C2 (1-(t-butoxycarbonyl)-4-(1H-benzimidazol-2-yl)[1,4]diazepane), [H-].[Na+] (sodium hydride), C(C=C)Br (allyl bromide). Procedure: Combine 1-(t-butoxycarbonyl)-4-(1H-benzimidazol-2-yl)[1,4]diazepane (0.79 g, 2.50 mmol) and sodium hydride (0.13 g, 60% n in oil, 3.254 mmol) in dimethylformamide (10 mL). After 30 minutes add allyl bromide (0.35 mL, 3.25 mmol). Heat to 75° C. After 4 hours, cool the reaction mixture, dilute with dichloromethane, and extract with a saturated aqueous sodium bicarbonate solution and then brine. Dry the organic layer over MgSO4, filter, and evaporate in vacuo to give 1-(t-butoxycarbonyl)-4-(1-allyl... The solvent is CN(C=O)C (dimethylformamide), ClCCl (dichloromethane). The product is C(C)(C)(C)OC(=O)N1CCN(CCC1)C1=NC2=C(N1CC=C)C=CC=C2 (1-(t-butoxycarbonyl)-4-(1-allyl-1H-benzimidazol-2-yl)[1,4]diazepane). Starting materials: CN(C)CCN, CC(C)=O, CCCCCC, CC(C)n1nc(-c2nc(Br)c(N)nc2-c2ccccc2)ccc1=O, O. Product: CC(C)n1nc(-c2nc(NCCN(C)C)c(N)nc2-c2ccccc2)ccc1=O. As a reaction SMILES: [CH3:25][N:26]([CH2:27][CH2:28][NH2:29])[CH3:30].[CH3:32][C:33](=[O:34])[CH3:35].[CH3:36][CH2:37][CH2:38][CH2:39][CH2:40][CH3:41].[NH2:1][c:2]1[n:3][c:4](-[c:19]2[cH:20][cH:21][cH:22][cH:23][cH:24]2)[c:5](-[c:9]2[cH:10][cH:11][c:12](=[O:18])[n:13]([CH:15]([CH3:16])[CH3:17])[n:14]2)[n:6][c:7]1[Br:8].[OH2:31]>>[NH2:1][c:2]1[n:3][c:4](-[c:19]2[cH:20][cH:21][cH:22][cH:23][cH:24]2)[c:5](-[c:9]2[cH:10][cH:11][c:12](=[O:18])[n:13]([CH:15]([CH3:16])[CH3:17])[n:14]2)[n:6][c:7]1[NH:29][CH2:28][CH2:27][N:26]([CH3:25])[CH3:30]. As a reaction SMILES: [C:40]([O:41][BH-:42]([O:43][C:44](=[O:45])[CH3:46])[O:47][C:48](=[O:49])[CH3:50])(=[O:51])[CH3:52].[CH2:58]([Cl:59])[Cl:60].[CH3:54][C:55](=[O:56])[OH:57].[CH3:61][N:62]([CH3:63])[CH:64]=[O:65].[Cl:9][c:10]1[c:11]([NH:12][c:13]2[c:14]([C:31]#[N:32])[cH:15][n:16][c:17]3[cH:18][c:19](-[c:23]4[cH:24][cH:25][c:26]([CH:29]=[O:30])[cH:27][cH:28]4)[cH:20][cH:21][c:22]23)[cH:33][c:34]([O:38][CH3:39])[c:35]([Cl:37])[cH:36]1.[NH:1]1[CH:2]([C:3](=[O:4])[NH2:5])[CH2:6][CH2:7][CH2:8]1.[Na+:53]>>[N:1]1([CH2:29][c:26]2[cH:25][cH:24][c:23](-[c:19]3[cH:18][c:17]4[n:16][cH:15][c:14]([C:31]#[N:32])[c:13]([NH:12][c:11]5[c:10]([Cl:9])[cH:36][c:35]([Cl:37])[c:34]([O:38][CH3:39])[cH:33]5)[c:22]4[cH:21][cH:20]3)[cH:28][cH:27]2)[CH:2]([C:3](=[O:4])[NH2:5])[CH2:6][CH2:7][CH2:8]1. Reactants: CC(=O)O[BH-](OC(C)=O)OC(C)=O, ClCCl, CC(=O)O, CN(C)C=O, COc1cc(Nc2c(C#N)cnc3cc(-c4ccc(C=O)cc4)ccc23)c(Cl)cc1Cl, NC(=O)C1CCCN1, [Na+]. The product is COc1cc(Nc2c(C#N)cnc3cc(-c4ccc(CN5CCCC5C(N)=O)cc4)ccc23)c(Cl)cc1Cl. Reactants: Cc1c(I)c(OCc2ccc(F)cc2F)c(Br)c(=O)n1-c1c(F)cccc1F, CC#N, C=C[Sn](CCCC)(CCCC)CCCC, C1CCOC1, O, c1ccc(P(c2ccccc2)(c2ccccc2)[Pd](P(c2ccccc2)(c2ccccc2)c2ccccc2)(P(c2ccccc2)(c2ccccc2)c2ccccc2)P(c2ccccc2)(c2ccccc2)c2ccccc2)cc1. Yields the product C=Cc1c(OCc2ccc(F)cc2F)c(Br)c(=O)n(-c2c(F)cccc2F)c1C. RXN SMILES: [Br:1][c:2]1[c:3](=[O:28])[n:4](-[c:20]2[c:21]([F:27])[cH:22][cH:23][cH:24][c:25]2[F:26])[c:5]([CH3:19])[c:6]([I:18])[c:7]1[O:8][CH2:9][c:10]1[c:11]([F:17])[cH:12][c:13]([F:16])[cH:14][cH:15]1.[C:45](#[N:46])[CH3:47].[CH2:29]([CH2:30][CH2:42][CH3:43])[Sn:31]([CH2:32][CH2:33][CH2:34][CH3:35])([CH2:36][CH2:37][CH2:38][CH3:39])[CH:40]=[CH2:41].[CH2:48]1[O:49][CH2:50][CH2:51][CH2:52]1.[OH2:44].[cH:53]1[cH:54][cH:55][c:56]([P:57]([Pd:58]([P:59]([c:60]2[cH:61][cH:62][cH:63][cH:64][cH:65]2)([c:66]2[cH:67][cH:68][cH:69][cH:70][cH:71]2)[c:72]2[cH:73][cH:74][cH:75][cH:76][cH:77]2)([P:78]([c:79]2[cH:80][cH:81][cH:82][cH:83][cH:84]2)([c:85]2[cH:86][cH:87][cH:88][cH:89][cH:90]2)[c:91]2[cH:92][cH:93][cH:94][cH:95][cH:96]2)[P:97]([c:98]2[cH:99][cH:100][cH:101][cH:102][cH:103]2)([c:104]2[cH:105][cH:106][cH:107][cH:108][cH:109]2)[c:110]2[cH:111][cH:112][cH:113][cH:114][cH:115]2)([c:116]2[cH:117][cH:118][cH:119][cH:120][cH:121]2)[c:122]2[cH:123][cH:124][cH:125][cH:126][cH:127]2)[cH:128][cH:129]1>>[Br:1][c:2]1[c:3](=[O:28])[n:4](-[c:20]2[c:21]([F:27])[cH:22][cH:23][cH:24][c:25]2[F:26])[c:5]([CH3:19])[c:6]([CH:29]=[CH2:30])[c:7]1[O:8][CH2:9][c:10]1[c:11]([F:17])[cH:12][c:13]([F:16])[cH:14][cH:15]1. Starting materials: [C-]#[C-].[Na+].[Na+] (sodium acetylide), N (ammonia), COC=1C=C(C=CC1)CCCBr (3-(m-methoxyphenyl)propyl bromide). Solvent: O1CCCC1 (tetrahydrofuran). Product: COC=1C=C(C=CC1)CCCC#C (5-(m-methoxyphenyl)-1-pentyne). As a reaction SMILES: [CH3:1][O:2][C:3]1[CH:4]=[C:5]([CH2:9][CH2:10][CH2:11]Br)[CH:6]=[CH:7][CH:8]=1.[C-:13]#[C-:14].[Na+].[Na+].N>O1CCCC1>[CH3:1][O:2][C:3]1[CH:4]=[C:5]([CH2:9][CH2:10][CH2:11][C:13]#[CH:14])[CH:6]=[CH:7][CH:8]=1 |f:1.2.3|. Reported procedure: Referring now to FIG. 1, wherein the compounds are assigned Roman numerals for identification schematically, the sequence of reactions involved in the synthesis of a specific embodiment, namely, 13β,17α-diethyl-17β-hydroxygon-4-en-3-one, is illustrated. 3-(m-Methoxyphenyl)propanol (I) is heated with phosphorus tribromide in benzene after dropwise addition in the cold to form 3-(m-methoxyphenyl)propyl bromide (II). This halogen compound (II) dissolved in tetrahydrofuran is condensed with sodium a... Reactants: ClC1=NC=C(C(=N1)NC1=CC2=C(C=C1)OCCO2)F (2-chloro-N4-(3,4-ethylenedioxyphenyl)-5-fluoro-4-pyrimidineamine), ClC=1C=C(N)C=CC1F (3-chloro-4-fluoroaniline). Product: ClC=1C=C(C=CC1F)NC1=NC=C(C(=N1)NC1=CC2=C(C=C1)OCCO2)F (N2-(3-chloro-4-fluorophenyl)-N4-(3,4-ethylenedioxyphenyl)-5-fluoro-2,4-pyrimidinediamine). Reaction SMILES: Cl[C:2]1[N:7]=[C:6]([NH:8][C:9]2[CH:14]=[CH:13][C:12]3[O:15][CH2:16][CH2:17][O:18][C:11]=3[CH:10]=2)[C:5]([F:19])=[CH:4][N:3]=1.[Cl:20][C:21]1[CH:22]=[C:23]([CH:25]=[CH:26][C:27]=1[F:28])[NH2:24]>>[Cl:20][C:21]1[CH:22]=[C:23]([NH:24][C:2]2[N:7]=[C:6]([NH:8][C:9]3[CH:14]=[CH:13][C:12]4[O:15][CH2:16][CH2:17][O:18][C:11]=4[CH:10]=3)[C:5]([F:19])=[CH:4][N:3]=2)[CH:25]=[CH:26][C:27]=1[F:28]. Procedure: In like manner to the preparation of N4-(3,4-ethylenedioxyphenyl)-5-fluoro-N2-(3-hydroxyphenyl)-2,4-pyrimidinediamine, 2-chloro-N4-(3,4-ethylenedioxyphenyl)-5-fluoro-4-pyrimidineamine and 3-chloro-4-fluoroaniline were reacted to yield N2-(3-chloro-4-fluorophenyl)-N4-(3,4-ethylenedioxyphenyl)-5-fluoro-2,4-pyrimidinediamine. 1H NMR (CD3OD): δ 7.75 (bd, 1H), 7.70 (bd, 1H), 7.18 (m, 1H), 7.10 (m, 1H), 6.90 (m, 2H), 6.75 (m, 1H), 4.20 (bs, 4H); LCMS: ret. time: 25.04 min.; purity: 99%; MS (m/e): 392 ... Reactants: ClC1=CC=C2C(=CNC2=C1)C(=O)N1CCC2(CC1)OC(C1=C2C=CC=C1)=O (1′-[(6-chloro-1H-indol-3-yl)carbonyl]-3H-spiro[2-benzofuran-1,4′-piperidin]-3-one), FC=1C=C(CCl)C=C(C1)F (3,5-difluorobenzyl chloride). The product is FC=1C=C(CN2C=C(C3=CC=CC=C23)C(=O)N2CCC3(CC2)OC(C2=C3C=CC=C2)=O)C=C(C1)F (1′-{[1-(3,5-Difluorobenzyl)-1H-indol-3-yl]carbonyl}-3H-spiro[2-benzofuran-1,4′-piperidin]-3-one). As a reaction SMILES: Cl[C:2]1[CH:10]=[C:9]2[C:5]([C:6]([C:11]([N:13]3[CH2:18][CH2:17][C:16]4([C:22]5[CH:23]=[CH:24][CH:25]=[CH:26][C:21]=5[C:20](=[O:27])[O:19]4)[CH2:15][CH2:14]3)=[O:12])=[CH:7][NH:8]2)=[CH:4][CH:3]=1.[F:28][C:29]1[CH:30]=[C:31]([CH:34]=[C:35]([F:37])[CH:36]=1)[CH2:32]Cl>>[F:28][C:29]1[CH:30]=[C:31]([CH:34]=[C:35]([F:37])[CH:36]=1)[CH2:32][N:8]1[C:9]2[C:5](=[CH:4][CH:3]=[CH:2][CH:10]=2)[C:6]([C:11]([N:13]2[CH2:18][CH2:17][C:16]3([C:22]4[CH:23]=[CH:24][CH:25]=[CH:26][C:21]=4[C:20](=[O:27])[O:19]3)[CH2:15][CH2:14]2)=[O:12])=[CH:7]1. Reported procedure: Following the general procedure III as described above, the alkylation of 1′-[(6-chloro-1H-indol-3-yl)carbonyl]-3H-spiro[2-benzofuran-1,4′-piperidin]-3-one (prepared according to example 16) with commercially available 3,5-difluorobenzyl chloride gave the title compound.